From a dataset of the Open Reaction Database (ORD), a public repository of structured organic reaction records. describe an organic reaction: reactants, conditions, products, and yield Starting materials: CO, Cl, [H][H], C1COCCO1, CS(=O)(=O)NC1CN(C(c2ccccc2)c2ccccc2)C1. Yields the product CS(=O)(=O)NC1CNC1. RXN SMILES: [CH3:32][OH:33].[ClH:23].[H:30][H:31].[O:24]1[CH2:25][CH2:26][O:27][CH2:28][CH2:29]1.[c:1]1([CH:2]([c:3]2[cH:4][cH:5][cH:6][cH:7][cH:17]2)[N:8]2[CH2:9][CH:10]([NH:12][S:13](=[O:14])(=[O:15])[CH3:16])[CH2:11]2)[cH:18][cH:19][cH:20][cH:21][cH:22]1>>[NH:8]1[CH2:9][CH:10]([NH:12][S:13](=[O:14])(=[O:15])[CH3:16])[CH2:11]1. The reactants are FC(C(=O)N1C(CC2=C(C(C1)C)C=CC(=C2)OC)C)(F)F (N-trifluoroacetyl-1,4-dimethyl-7-methoxy-2,3,4,5-tetrahydro-1H-3-benzazepine), BrN1C(CCC1=O)=O (N-bromosuccinimide). The solvent is CCOC(=O)C (EtOAc), C(C)#N (acetonitrile). Conditions: time 8 hour. Product: FC(C(=O)N1C(CC2=C(C(C1)C)C=C(C(=C2)OC)Br)C)(F)F (N-Trifluoroacetyl-8-bromo-1,4-dimethyl-7-methoxy-2,3,4,5-tetrahydro-1H-3-benzazepine). RXN SMILES: [F:1][C:2]([F:21])([F:20])[C:3]([N:5]1[CH2:11][CH:10]([CH3:12])[C:9]2[CH:13]=[CH:14][C:15]([O:17][CH3:18])=[CH:16][C:8]=2[CH2:7][CH:6]1[CH3:19])=[O:4].[Br:22]N1C(=O)CCC1=O>C(#N)C.CCOC(C)=O>[F:21][C:2]([F:1])([F:20])[C:3]([N:5]1[CH2:11][CH:10]([CH3:12])[C:9]2[CH:13]=[C:14]([Br:22])[C:15]([O:17][CH3:18])=[CH:16][C:8]=2[CH2:7][CH:6]1[CH3:19])=[O:4]. Procedure: A solution N-trifluoroacetyl-1,4-dimethyl-7-methoxy-2,3,4,5-tetrahydro-1H-3-benzazepine (0.452 g, 1.50 mmol) in acetonitrile (20 mL) was treated with N-bromosuccinimide (0.294 g, 1.65 mmol) and stirred overnight at 20 C. The product mixture was diluted with EtOAc (100 mL), washed with sodium bisulfite (50 mL) and brine (50 mL), dried with Na2SO4 and concentrated. Flash chromatography (20% EtOAc in hexane, silica) resulted in a clear oil. 1H NMR (400 MHz, CDCl3, mixture of rotamers) d 7.32 (s, 1 ... Starting materials: BrC=1C=CC2=C(SC3=C(CC2)C=CC=C3)C1 (3-bromo-10,11-dihydrodibenzo-[b,f]thiepin), cuprous cyanide, C1=CC(=CC=2SC3=C(CCC21)C=CC=C3)C(=O)N (10,11-dihydrodibenzo[b,f]thiepin-3-carboxylic acid amide). Solvent: CN(C=O)C (dimethylformamide). The product is C(#N)C=1C=CC2=C(SC3=C(CC2)C=CC=C3)C1 (3-Cyano-10,11-dihydrodibenzo[b,f]thiepin). Reaction SMILES: BrC1C=CC2CCC3C=CC=CC=3SC=2C=1.[CH:17]1[C:27]2[CH2:26][CH2:25][C:24]3[CH:28]=[CH:29][CH:30]=[CH:31][C:23]=3[S:22][C:21]=2[CH:20]=[C:19]([C:32]([NH2:34])=O)[CH:18]=1>CN(C)C=O>[C:32]([C:19]1[CH:18]=[CH:17][C:27]2[CH2:26][CH2:25][C:24]3[CH:28]=[CH:29][CH:30]=[CH:31][C:23]=3[S:22][C:21]=2[CH:20]=1)#[N:34]. Reported procedure: 4.61 G. 3-bromo-10,11-dihydrodibenzo-[b,f]thiepin and 4.3 g. cuprous cyanide are refluxed in 50 cc. dimethylformamide for 51/2 hours. The mixture is poured onto ice and the solid filtered. The solid is triturated with chloroform and filtered. The chloroform is evaporated to yield 4.5 g. residue which is chromatographed on silica ge. Elution with benzene affords 2.83 g. (75.4%) of the desired pure oily compound which crystallizes on standing. Elution with ethyl acetate gives 440 mg. 10,11-dihydro... Starting materials: OCCO, Cc1ccccc1, CC(=O)COc1ccc(O)cc1, Cc1ccc(S(=O)(=O)O)cc1. Product: CC1(COc2ccc(O)cc2)OCCO1. As a reaction SMILES: [CH2:13]([CH2:14][OH:15])[OH:16].[CH3:28][c:29]1[cH:30][cH:31][cH:32][cH:33][cH:34]1.[OH:1][c:2]1[cH:3][cH:4][c:5]([O:6][CH2:7][C:8]([CH3:9])=[O:10])[cH:11][cH:12]1.[c:17]1([CH3:18])[cH:19][cH:20][c:21]([S:22]([OH:23])(=[O:24])=[O:25])[cH:26][cH:27]1>>[OH:1][c:2]1[cH:3][cH:4][c:5]([O:6][CH2:7][C:8]2([CH3:9])[O:10][CH2:13][CH2:14][O:15]2)[cH:11][cH:12]1. Reactants: CC(NC(=O)OCc1ccccc1)C(=O)CBr, ClCCl, [F-], Oc1ccc(F)cc1F, [K+], CN(C)C=O, O. The product is CC(NC(=O)OCc1ccccc1)C(=O)COc1ccc(F)cc1F. Reaction SMILES: [Br:1][CH2:2][C:3]([CH:4]([CH3:5])[NH:6][C:7]([O:8][CH2:9][c:10]1[cH:11][cH:12][cH:13][cH:14][cH:15]1)=[O:16])=[O:17].[Cl:35][CH2:36][Cl:37].[F-:27].[F:18][c:19]1[c:20]([OH:26])[cH:21][cH:22][c:23]([F:25])[cH:24]1.[K+:28].[O:30]=[CH:31][N:32]([CH3:33])[CH3:34].[OH2:29]>>[CH2:2]([C:3]([CH:4]([CH3:5])[NH:6][C:7]([O:8][CH2:9][c:10]1[cH:11][cH:12][cH:13][cH:14][cH:15]1)=[O:16])=[O:17])[O:26][c:20]1[c:19]([F:18])[cH:24][c:23]([F:25])[cH:22][cH:21]1. Reactants: CC1=C(OC2=C1C(=C(C=C2Cl)CCC)O)C(=O)O (3-methyl-4-hydroxy-5-propyl-7-chloro-benzofuran-2-carboxylic acid), C([O-])([O-])=O.[K+].[K+] (potassium carbonate), C(C1=CC=CC=C1)Br (benzyl bromide). The solvent is CC(=O)C (acetone). The product is CC1=C(OC2=C1C(=C(C=C2Cl)CCC)O)C(=O)OCC2=CC=CC=C2 (benzyl 3-methyl-4-hydroxy-5-propyl-7-chlorobenzofuran-2-carboxylate). The yield is 29.3%. Reaction SMILES: [CH3:1][C:2]1[C:6]2[C:7]([OH:15])=[C:8]([CH2:12][CH2:13][CH3:14])[CH:9]=[C:10]([Cl:11])[C:5]=2[O:4][C:3]=1[C:16]([OH:18])=[O:17].C(=O)([O-])[O-].[K+].[K+].[CH2:25](Br)[C:26]1[CH:31]=[CH:30][CH:29]=[CH:28][CH:27]=1>CC(C)=O>[CH3:1][C:2]1[C:6]2[C:7]([OH:15])=[C:8]([CH2:12][CH2:13][CH3:14])[CH:9]=[C:10]([Cl:11])[C:5]=2[O:4][C:3]=1[C:16]([O:18][CH2:25][C:26]1[CH:31]=[CH:30][CH:29]=[CH:28][CH:27]=1)=[O:17] |f:1.2.3|. Reported procedure: A mixture of 3-methyl-4-hydroxy-5-propyl-7-chloro-benzofuran-2-carboxylic acid (0.5 gm; 1.9 mmole), potassium carbonate (0.26 gm; 1.9 mmole) and benzyl bromide (0.22 ml; 1.9 mmole) in acetone (100 ml) was refluxed for a period of 2 hours. The solids were filtered off and the filtrate was concentrated in vacuo. The residue was chromatographed on silica gel and eluted with 15% ethyl acetate in hexane to yield 200 mg (30%) of benzyl 3-methyl-4-hydroxy-5-propyl-7-chlorobenzofuran-2-carboxylate, m.p....